This data is from the Open Reaction Database (ORD), a public repository of structured organic reaction records. The task is: describe an organic reaction: reactants, conditions, products, and yield Reactants: ONC(=O)[C@@H](CCCC1=CC=CC=C1)[C@H](C(=O)NN(C1=CC=CC=C1)S(=O)(=O)C)CC(C)C (2(R)-[1(S)-(Hydroxycarbamoyl)-4-phenylbutyl]-2′-(methanesulphonyl)-4-methyl-2′-phenylvalerohydrazide), 1(S)-(tert-butoxycarbonyl-4-phenylbutyl]-4-methyl-2′-phenylvalerohydrazide, C(O)([O-])=O.[Na+] (sodium hydrogen carbonate), ClC(=O)OCC1=CC=CC=C1 (benzyl chloroformate), ( i ). Solvent: C(C)OCC (diethyl ether). Yields the product C(C)(C)(C)OC(=O)[C@@H](CCCC1=CC=CC=C1)[C@H](C(=O)NN(C(=O)OCC1=CC=CC=C1)C1=CC=CC=C1)CC(C)C (benzyl 3-[2(R)-[1(S)-(tert-butoxycarbonyl)-4-phenylbutyl]-4-methylvaleryl]-2-phenylcarbazate). RXN SMILES: ONC([C@H:5]([C@@H:15]([CH2:30][CH:31]([CH3:33])[CH3:32])[C:16]([NH:18][N:19](S(C)(=O)=O)[C:20]1[CH:25]=[CH:24][CH:23]=[CH:22][CH:21]=1)=[O:17])[CH2:6][CH2:7][CH2:8][C:9]1[CH:14]=[CH:13][CH:12]=[CH:11][CH:10]=1)=O.[C:34](=[O:37])([O-:36])O.[Na+].Cl[C:40]([O:42][CH2:43][C:44]1[CH:49]=[CH:48][CH:47]=[CH:46][CH:45]=1)=[O:41]>C(OCC)C>[C:9]([O:36][C:34]([C@H:5]([C@@H:15]([CH2:30][CH:31]([CH3:32])[CH3:33])[C:16]([NH:18][N:19]([C:20]1[CH:21]=[CH:22][CH:23]=[CH:24][CH:25]=1)[C:40]([O:42][CH2:43][C:44]1[CH:49]=[CH:48][CH:47]=[CH:46][CH:45]=1)=[O:41])=[O:17])[CH2:6][CH2:7][CH2:8][C:9]1[CH:10]=[CH:11][CH:12]=[CH:13][CH:14]=1)=[O:37])([CH3:14])([CH3:10])[CH3:8] |f:1.2|. Reported procedure: 0.5 g of 2(R)-[1(S)-(tert-butoxycarbonyl-4-phenylbutyl]-4-methyl-2′-phenylvalerohydrazide, prepared as described in Example 1, part (i), was dissolved in 10 ml of diethyl ether and stirred with 10 ml of saturated aqueous sodium hydrogen carbonate solution and 1.0 ml of benzyl chloroformate. After 24 hours the ether layer was separated, washed with saturated sodium chloride solution and dried over anhydrous magnesium sulphate. After removal of the solvent the residue was purified by flash chromat...